From a dataset of the Open Reaction Database (ORD), a public repository of structured organic reaction records. describe an organic reaction: reactants, conditions, products, and yield Starting materials: CC(=O)n1ccnc1, NNC(=O)c1ccc2ncn(-c3ccc(OC(F)(F)F)cc3)c2c1, C1CCOC1. Product: CC(=O)NNC(=O)c1ccc2ncn(-c3ccc(OC(F)(F)F)cc3)c2c1. RXN SMILES: [CH3:1][C:2](=[O:3])[n:4]1[cH:5][n:6][cH:7][cH:8]1.[F:9][C:10]([O:11][c:12]1[cH:13][cH:14][c:15](-[n:18]2[cH:19][n:20][c:21]3[c:22]2[cH:23][c:24]([C:27](=[O:28])[NH:29][NH2:30])[cH:25][cH:26]3)[cH:16][cH:17]1)([F:31])[F:32].[O:33]1[CH2:34][CH2:35][CH2:36][CH2:37]1>>[CH3:1][C:2](=[O:3])[NH:30][NH:29][C:27]([c:24]1[cH:23][c:22]2[n:18](-[c:15]3[cH:14][cH:13][c:12]([O:11][C:10]([F:9])([F:31])[F:32])[cH:17][cH:16]3)[cH:19][n:20][c:21]2[cH:26][cH:25]1)=[O:28]. Starting materials: ClC1=C(C=CC=C1CO)CCO (2-(2-Chloro-3-(hydroxymethyl)phenyl)ethanol). The reagents and catalysts are [O-2].[O-2].[Mn+4] (Manganese (IV) dioxide). The solvent is C(Cl)Cl (DCM). Run at time 8 hour. Product: ClC1=C(C=O)C=CC=C1CCO (2-Chloro-3-(2-hydroxyethyl)benzaldehyde). As a reaction SMILES: [Cl:1][C:2]1[C:7]([CH2:8][OH:9])=[CH:6][CH:5]=[CH:4][C:3]=1[CH2:10][CH2:11][OH:12]>C(Cl)Cl.[O-2].[O-2].[Mn+4]>[Cl:1][C:2]1[C:3]([CH2:10][CH2:11][OH:12])=[CH:4][CH:5]=[CH:6][C:7]=1[CH:8]=[O:9] |f:2.3.4|. Reported procedure: Manganese (IV) dioxide (1.599 g) was added to a solution of 2-(2-chloro-3-(hydroxymethyl)phenyl)ethanol (example 80, step c) (0.342 g) in DCM (20 mL), and the resulting suspension was stirred at room temperature overnight. The mixture was then concentrated onto silica and purified by flash chromatography on silica eluted with 25% ethyl acetate in isohexane to afford the subtitled compound as a white crystalline solid. Yield 0.223 g. Starting materials: S(O)(O)(=O)=O (sulfuric acid), C1(O)=CC(O)=CC=C1 (resorcinol), [OH-].[Na+] (sodium hydroxide), S(O)(O)(=O)=O (sulfuric acid), ice, C1(O)=CC(O)=CC=C1 (resorcinol), C1(O)=CC(O)=CC=C1 (resorcinol), ClCl (chlorine). Run in O (water). Run at temperature 110 celsius. Product: ClC1=C(O)C=CC=C1O (2-chlororesorcinol). Isolated yield 42.1%. As a reaction SMILES: S(=O)(=O)(O)O.[C:6]1([CH:13]=[CH:12][CH:11]=[C:9]([OH:10])[CH:8]=1)[OH:7].[Cl:14]Cl.[OH-].[Na+]>O>[Cl:14][C:8]1[C:9]([OH:10])=[CH:11][CH:12]=[CH:13][C:6]=1[OH:7] |f:3.4|. Procedure: Into a 500 mL flask containing 156 mL of 96% (w/w) sulfuric acid are added 52.5 g of resorcinol. Before the resorcinol completely dissolves, another 156 mL of 96% (w/w) sulfuric acid and another 52.5 g of resorcinol are added. The resulting exotherm causes the temperature of the mixture to increase to as much as 90° C. When this the temperature is reached, or when the temperature of the mixture no longer increases, the mixture is heated to 110° C. for two hours. Then, the mixture is cooled to 15... Starting materials: CCS(=O)c1ncc(C(=O)c2c(OC)ccc(F)c2C)c(N)n1, CC(=O)N1CCC(N)CC1. Yields the product COc1ccc(F)c(C)c1C(=O)c1cnc(NC2CCN(C(C)=O)CC2)nc1N. RXN SMILES: [NH2:1][c:2]1[n:3][c:4]([S:20]([CH2:21][CH3:22])=[O:23])[n:5][cH:6][c:7]1[C:8](=[O:9])[c:10]1[c:11]([CH3:19])[c:12]([F:18])[cH:13][cH:14][c:15]1[O:16][CH3:17].[NH2:24][CH:25]1[CH2:26][CH2:27][N:28]([C:31]([CH3:32])=[O:33])[CH2:29][CH2:30]1>>[NH2:1][c:2]1[n:3][c:4]([NH:24][CH:25]2[CH2:26][CH2:27][N:28]([C:31]([CH3:32])=[O:33])[CH2:29][CH2:30]2)[n:5][cH:6][c:7]1[C:8](=[O:9])[c:10]1[c:11]([CH3:19])[c:12]([F:18])[cH:13][cH:14][c:15]1[O:16][CH3:17]. Reactants: Cc1cc(C(=O)Nc2cccc(C#Cc3cc(C(=O)N=S(C)(=O)c4cccc(C(C)C(=O)[O-])c4)cnc3N)c2)n(C)n1, CO, Cl, [Na+], [OH-], O. Yields the product Cc1cc(C(=O)Nc2cccc(C#Cc3cc(C(=O)N=S(C)(=O)c4cccc(CC(=O)O)c4)cnc3N)c2)n(C)n1. As a reaction SMILES: [CH3:1][CH:2]([C:3](=[O:4])[O-:5])[c:6]1[cH:7][c:8]([S:12](=[O:13])(=[N:14][C:15](=[O:16])[c:17]2[cH:18][n:19][c:20]([NH2:41])[c:21]([C:23]#[C:24][c:25]3[cH:26][c:27]([NH:31][C:32](=[O:33])[c:34]4[cH:35][c:36]([CH3:40])[n:37][n:38]4[CH3:39])[cH:28][cH:29][cH:30]3)[cH:22]2)[CH3:42])[cH:9][cH:10][cH:11]1.[CH3:46][OH:47].[ClH:45].[Na+:44].[OH-:43].[OH2:48]>>[CH2:2]([C:3](=[O:4])[OH:5])[c:6]1[cH:7][c:8]([S:12](=[O:13])(=[N:14][C:15](=[O:16])[c:17]2[cH:18][n:19][c:20]([NH2:41])[c:21]([C:23]#[C:24][c:25]3[cH:26][c:27]([NH:31][C:32](=[O:33])[c:34]4[cH:35][c:36]([CH3:40])[n:37][n:38]4[CH3:39])[cH:28][cH:29][cH:30]3)[cH:22]2)[CH3:42])[cH:9][cH:10][cH:11]1. Reactants: COc1ccc(N2CCN(CCN)CC2)cc1, O=Cc1cc(-c2ccc(C3CCCCC3)cc2)n(-c2ccccc2)n1. Product: COc1ccc(N2CCN(CCNCc3cc(-c4ccc(C5CCCCC5)cc4)n(-c4ccccc4)n3)CC2)cc1. RXN SMILES: [CH3:1][O:2][c:3]1[cH:4][cH:5][c:6]([N:9]2[CH2:10][CH2:11][N:12]([CH2:15][CH2:16][NH2:17])[CH2:13][CH2:14]2)[cH:7][cH:8]1.[CH:18]1([c:24]2[cH:25][cH:26][c:27](-[c:30]3[cH:31][c:32]([CH:41]=[O:42])[n:33][n:34]3-[c:35]3[cH:36][cH:37][cH:38][cH:39][cH:40]3)[cH:28][cH:29]2)[CH2:19][CH2:20][CH2:21][CH2:22][CH2:23]1>>[CH3:1][O:2][c:3]1[cH:4][cH:5][c:6]([N:9]2[CH2:10][CH2:11][N:12]([CH2:15][CH2:16][NH:17][CH2:41][c:32]3[cH:31][c:30](-[c:27]4[cH:26][cH:25][c:24]([CH:18]5[CH2:19][CH2:20][CH2:21][CH2:22][CH2:23]5)[cH:29][cH:28]4)[n:34](-[c:35]4[cH:36][cH:37][cH:38][cH:39][cH:40]4)[n:33]3)[CH2:13][CH2:14]2)[cH:7][cH:8]1. Starting materials: ClC1=C(C=CC=C1)C(C1=C(C=CC(=C1)Cl)N1C(=NN=C1)CN1C(C=2C(C1=O)=CC=CC2)=O)=O (2',5-dichloro-2-[3-phthalimidomethyl-4H-1,2,4-triazol-4-yl]benzophenone), BrN1C(CCC1=O)=O (N-bromosuccinimide). Yields the product ClC1=C(C=CC=C1)C(C1=C(C=CC(=C1)Cl)N1C(=NN=C1CN1C(C=2C(C1=O)=CC=CC2)=O)Br)=O (2',5-dichloro-2-[3-bromo-5-phthalimidomethyl-4H-1,2,4-triazol-4-yl]benzophenone). Reaction SMILES: [Cl:1][C:2]1[CH:7]=[CH:6][CH:5]=[CH:4][C:3]=1[C:8](=[O:33])[C:9]1[CH:14]=[C:13]([Cl:15])[CH:12]=[CH:11][C:10]=1[N:16]1[CH:20]=[N:19][N:18]=[C:17]1[CH2:21][N:22]1[C:26](=[O:27])[C:25]2=[CH:28][CH:29]=[CH:30][CH:31]=[C:24]2[C:23]1=[O:32].[Br:34]N1C(=O)CCC1=O>>[Cl:1][C:2]1[CH:7]=[CH:6][CH:5]=[CH:4][C:3]=1[C:8](=[O:33])[C:9]1[CH:14]=[C:13]([Cl:15])[CH:12]=[CH:11][C:10]=1[N:16]1[C:17]([CH2:21][N:22]2[C:23](=[O:32])[C:24]3=[CH:31][CH:30]=[CH:29][CH:28]=[C:25]3[C:26]2=[O:27])=[N:18][N:19]=[C:20]1[Br:34]. Procedure: Following the procedure of Example 1, 2',5-dichloro-2-[3-phthalimidomethyl-4H-1,2,4-triazol-4-yl]benzophenone is reacted with N-bromosuccinimide to form the 2',5-dichloro-2-[3-bromo-5-phthalimidomethyl-4H-1,2,4-triazol-4-yl]benzophenone.